The task is: describe an organic reaction: reactants, conditions, products, and yield. This data is from the Open Reaction Database (ORD), a public repository of structured organic reaction records. The product is CC(C)OC(=O)C(C(N)=O)=C1SC=CS1. As a reaction SMILES: [CH3:22][C:23]#[N:24].[NH3:21].[S:1]1[C:2](=[C:6]([C:7](=[O:8])[O:9][CH:10]([CH3:11])[CH3:12])[C:13]([O:15][C:14]([O:16][CH2:17][CH3:18])=[O:19])=[O:20])[S:3][CH:4]=[CH:5]1>>[S:1]1[C:2](=[C:6]([C:7](=[O:8])[O:9][CH:10]([CH3:11])[CH3:12])[C:13](=[O:15])[NH2:21])[S:3][CH:4]=[CH:5]1. Starting materials: CC#N, N, CCOC(=O)OC(=O)C(C(=O)OC(C)C)=C1SC=CS1. Reactants: O=C([O-])[O-], CCCc1ccc(CBr)cc1, CN(C)C=O, [K+], [K+], CCCCCCc1cnc(-c2ccc(O)cc2)nc1. Product: CCCCCCc1cnc(-c2ccc(OCc3ccc(CCC)cc3)cc2)nc1. RXN SMILES: [C:31](=[O:32])([O-:33])[O-:34].[CH2:20]([CH2:21][CH3:22])[c:23]1[cH:24][cH:25][c:26]([CH2:27][Br:28])[cH:29][cH:30]1.[CH3:37][N:38]([CH3:39])[CH:40]=[O:41].[K+:35].[K+:36].[OH:1][c:2]1[cH:3][cH:4][c:5](-[c:8]2[n:9][cH:10][c:11]([CH2:14][CH2:15][CH2:16][CH2:17][CH2:18][CH3:19])[cH:12][n:13]2)[cH:6][cH:7]1>>[O:1]([c:2]1[cH:3][cH:4][c:5](-[c:8]2[n:9][cH:10][c:11]([CH2:14][CH2:15][CH2:16][CH2:17][CH2:18][CH3:19])[cH:12][n:13]2)[cH:6][cH:7]1)[CH2:27][c:26]1[cH:25][cH:24][c:23]([CH2:20][CH2:21][CH3:22])[cH:30][cH:29]1.